Dataset: the Open Reaction Database (ORD), a public repository of structured organic reaction records. Task: describe an organic reaction: reactants, conditions, products, and yield Reactants: COc1cc(N2CCN(Cc3ccccc3)CC2)c2ncccc2c1C, CO, O=C[O-], [NH4+]. Product: COc1cc(N2CCNCC2)c2ncccc2c1C. As a reaction SMILES: [CH2:1]([c:2]1[cH:3][cH:4][cH:5][cH:6][cH:7]1)[N:8]1[CH2:9][CH2:10][N:11]([c:14]2[cH:15][c:16]([O:25][CH3:26])[c:17]([CH3:24])[c:18]3[cH:19][cH:20][cH:21][n:22][c:23]23)[CH2:12][CH2:13]1.[CH3:31][OH:32].[CH:27]([O-:28])=[O:29].[NH4+:30]>>[NH:8]1[CH2:9][CH2:10][N:11]([c:14]2[cH:15][c:16]([O:25][CH3:26])[c:17]([CH3:24])[c:18]3[cH:19][cH:20][cH:21][n:22][c:23]23)[CH2:12][CH2:13]1. Starting materials: CC(C)(C)OC(=O)N1CCC(=O)CC1, [BH3-]C#N, CO, CN, CC(=O)[O-], Cl, [Na+], [Na+]. The product is CNC1CCN(C(=O)OC(C)(C)C)CC1. As a reaction SMILES: [C:13]([CH3:14])([CH3:15])([CH3:16])[O:17][C:18](=[O:19])[N:20]1[CH2:21][CH2:22][C:23](=[O:26])[CH2:24][CH2:25]1.[C:9](#[N:10])[BH3-:11].[CH3:27][OH:28].[CH3:2][NH2:3].[CH3:5][C:6](=[O:7])[O-:8].[ClH:1].[Na+:12].[Na+:4]>>[CH3:9][NH:10][CH:23]1[CH2:22][CH2:21][N:20]([C:18]([O:17][C:13]([CH3:14])([CH3:15])[CH3:16])=[O:19])[CH2:25][CH2:24]1. Reactants: COC1OCCC1NC(=O)C(CC(C)C)NC(=O)C(N)CC(C)C, O=C(O)c1ccc2c(c1)Nc1ccccc1O2. Yields the product COC1OCCC1NC(=O)C(CC(C)C)NC(=O)C(CC(C)C)NC(=O)c1ccc2c(c1)Nc1ccccc1O2. Reaction SMILES: [NH2:18][CH:19]([CH2:20][CH:21]([CH3:22])[CH3:23])[C:24](=[O:25])[NH:26][CH:27]([CH2:28][CH:29]([CH3:30])[CH3:31])[C:32](=[O:33])[NH:34][CH:35]1[CH:36]([O:40][CH3:41])[O:37][CH2:38][CH2:39]1.[cH:1]1[c:2]([C:15](=[O:16])[OH:17])[cH:3][cH:4][c:5]2[c:14]1[NH:13][c:12]1[c:7]([cH:8][cH:9][cH:10][cH:11]1)[O:6]2>>[cH:1]1[c:2]([C:15](=[O:17])[NH:18][CH:19]([CH2:20][CH:21]([CH3:22])[CH3:23])[C:24](=[O:25])[NH:26][CH:27]([CH2:28][CH:29]([CH3:30])[CH3:31])[C:32](=[O:33])[NH:34][CH:35]2[CH:36]([O:40][CH3:41])[O:37][CH2:38][CH2:39]2)[cH:3][cH:4][c:5]2[c:14]1[NH:13][c:12]1[c:7]([cH:8][cH:9][cH:10][cH:11]1)[O:6]2. Reactants: BrC=1C=C(C=C(C1)OC)C1=CC(=NN1C=1C=NC=CC1)C(=O)O (5-(3-Bromo-5-methoxyphenyl)-1-(pyridin-3-yl)-1H-pyrazole-3-carboxylic acid), ClC=1C=C(C=C(C1)F)C1=CC(=NN1C1=NC=CC=C1)C(=O)N1CNC(C1)=O (1-{[5-(3-Chloro-5-fluorophenyl)-1-(pyridin-2-yl)-1H-pyrazol-3-yl]carbonyl}imidazolidin-4-one), Cl.N1C(NC=C1)=O (4-imidazolinone-hydrochloride). The product is BrC=1C=C(C=C(C1)OC)C1=CC(=NN1C=1C=NC=CC1)C(=O)N1CNC(C1)=O (1-{[5-(3-Bromo-5-methoxyphenyl)-1-(pyridin-3-yl)-1H-pyrazol-3-yl]carbonyl}imidazolidin-4-one). Reaction SMILES: [Br:1][C:2]1[CH:3]=[C:4]([C:10]2[N:14]([C:15]3[CH:16]=[N:17][CH:18]=[CH:19][CH:20]=3)[N:13]=[C:12]([C:21]([OH:23])=O)[CH:11]=2)[CH:5]=[C:6]([O:8][CH3:9])[CH:7]=1.ClC1C=C(C2N(C3C=CC=CN=3)N=C(C([N:45]3[CH2:49][C:48](=[O:50])[NH:47][CH2:46]3)=O)C=2)C=C(F)C=1.Cl.N1C=CNC1=O>>[Br:1][C:2]1[CH:3]=[C:4]([C:10]2[N:14]([C:15]3[CH:16]=[N:17][CH:18]=[CH:19][CH:20]=3)[N:13]=[C:12]([C:21]([N:45]3[CH2:49][C:48](=[O:50])[NH:47][CH2:46]3)=[O:23])[CH:11]=2)[CH:5]=[C:6]([O:8][CH3:9])[CH:7]=1 |f:2.3|. Reported procedure: 80 mg (0.21 mmol) of the compound of Example 50A is reacted analogously to the synthesis of the compound of Example 1 with 29 mg (0.24 mmol) of 4-imidazolinone-hydrochloride. 76 mg (79% of theory) of the title compound is obtained.